This data is from the Open Reaction Database (ORD), a public repository of structured organic reaction records. The task is: describe an organic reaction: reactants, conditions, products, and yield Starting materials: COC=1C=C(CC2N(CCCC3=C2C=C(C(=C3)OC)OC)C(C(=O)O)C3=CC=CC=C3)C=CC1OC ([1-(3,4-dimethoxy-benzyl)-7,8-dimethoxy-1,3,4,5-tetrahydro-benzo[c]azepin-2-yl]-phenyl-acetic acid), C(C)C(CC)N (1-ethylpropylamine). Reported procedure: prepared by reaction of [1-(3,4-dimethoxy-benzyl)-7,8-dimethoxy-1,3,4,5-tetrahydro-benzo[c]azepin-2-yl]-phenyl-acetic acid with 1-ethylpropylamine. Reaction SMILES: [CH3:1][O:2][C:3]1[CH:4]=[C:5]([CH:32]=[CH:33][C:34]=1[O:35][CH3:36])[CH2:6][CH:7]1[C:13]2[CH:14]=[C:15]([O:20][CH3:21])[C:16]([O:18][CH3:19])=[CH:17][C:12]=2[CH2:11][CH2:10][CH2:9][N:8]1[CH:22]([C:26]1[CH:31]=[CH:30][CH:29]=[CH:28][CH:27]=1)[C:23]([OH:25])=O.[CH2:37]([CH:39]([NH2:42])[CH2:40][CH3:41])[CH3:38]>>[CH3:1][O:2][C:3]1[CH:4]=[C:5]([CH:32]=[CH:33][C:34]=1[O:35][CH3:36])[CH2:6][CH:7]1[C:13]2[CH:14]=[C:15]([O:20][CH3:21])[C:16]([O:18][CH3:19])=[CH:17][C:12]=2[CH2:11][CH2:10][CH2:9][N:8]1[CH:22]([C:26]1[CH:27]=[CH:28][CH:29]=[CH:30][CH:31]=1)[C:23]([NH:42][CH:39]([CH2:40][CH3:41])[CH2:37][CH3:38])=[O:25]. The product is COC=1C=C(CC2N(CCCC3=C2C=C(C(=C3)OC)OC)C(C(=O)NC(CC)CC)C3=CC=CC=C3)C=CC1OC (2-[1-(3,4-Dimethoxy-benzyl)-7,8-dimethoxy-1,3,4,5-tetrahydro-benzo[c]azepin-2-yl]-N-(1-ethyl-propyl)-2-phenyl-acetamide). Starting materials: C(C)OC1=C(C=CC=C1)O (2-ethoxyphenol), C1C(O1)CO (glycidol), N1=CC=CC=C1 (pyridine). Solvent: C(C)O (ethanol). The product is C(C)OC1=C(OCC(CO)O)C=CC=C1 (3-(2-Ethoxyphenoxy)-1,2-propanediol). Isolated yield 65.6%. As a reaction SMILES: [CH2:1]([O:3][C:4]1[CH:9]=[CH:8][CH:7]=[CH:6][C:5]=1[OH:10])[CH3:2].[CH2:11]1[O:13][CH:12]1[CH2:14][OH:15].N1C=CC=CC=1>C(O)C>[CH2:1]([O:3][C:4]1[CH:9]=[CH:8][CH:7]=[CH:6][C:5]=1[O:10][CH2:11][CH:12]([OH:13])[CH2:14][OH:15])[CH3:2]. Reported procedure: A solution of 41.5 g (0.3 mole) of 2-ethoxyphenol, 29.6 g (0.4 mole) of glycidol, 2 ml of pyridine and 150 ml of absolute ethanol was heated at reflux temperature for 18 hr. The mixture was concentrated to a thick oil that crystallized slowly over several days. The crude product was chromatographed on a silica gel column (1.2 kg) using increasing portions of acetone in methylene chloride to elute the product. The desired fractions were combined and concentrated to give a yellow oil that crystall... Reactants: Cl (HCl), C(C)(=O)N1[C@H](C[C@H](C2=CC(=CC=C12)C1=CC=C(C=C1)CN1CCN(CCC1)C(=O)OC(C)(C)C)NC(=O)OC(C)C)C (1,1-Dimethylethyl 4-({4-[(cis)-1-acetyl-2-methyl-4-({[(1-methylethyl)oxy]carbonyl}amino)-1,2,3,4-tetrahydro-6-quinolinyl]phenyl}methyl)hexahydro-1H-1,4-diazepine-1-carboxylate), Intermediate 11. The solvent is CO (methanol), CO (methanol), CCOCC (ether), CO (methanol). Reaction conditions: temperature 70 celsius, time 1 hour. Yields the product Cl.Cl.C(C)(=O)N1[C@H](C[C@H](C2=CC(=CC=C12)C1=CC=C(C=C1)CN1CCNCCC1)NC(OC(C)C)=O)C (1-methylethyl {(cis)-1-acetyl-6-[4-(hexahydro-1H-1,4-diazepin-1-ylmethyl)phenyl]-2-methyl-1,2,3,4-tetrahydro-4-quinolinyl}carbamate dihydrochloride). Reaction SMILES: [C:1]([N:4]1[C:13]2[C:8](=[CH:9][C:10]([C:14]3[CH:19]=[CH:18][C:17]([CH2:20][N:21]4[CH2:27][CH2:26][CH2:25][N:24](C(OC(C)(C)C)=O)[CH2:23][CH2:22]4)=[CH:16][CH:15]=3)=[CH:11][CH:12]=2)[C@H:7]([NH:35][C:36]([O:38][CH:39]([CH3:41])[CH3:40])=[O:37])[CH2:6][C@@H:5]1[CH3:42])(=[O:3])[CH3:2].[ClH:43]>CO.CCOCC>[ClH:43].[ClH:43].[C:1]([N:4]1[C:13]2[C:8](=[CH:9][C:10]([C:14]3[CH:19]=[CH:18][C:17]([CH2:20][N:21]4[CH2:27][CH2:26][CH2:25][NH:24][CH2:23][CH2:22]4)=[CH:16][CH:15]=3)=[CH:11][CH:12]=2)[C@H:7]([NH:35][C:36](=[O:37])[O:38][CH:39]([CH3:40])[CH3:41])[CH2:6][C@@H:5]1[CH3:42])(=[O:3])[CH3:2] |f:4.5.6|. Procedure: 1,1-Dimethylethyl 4-({4-[(cis)-1-acetyl-2-methyl-4-({[(1-methylethyl)oxy]carbonyl}amino)-1,2,3,4-tetrahydro-6-quinolinyl]phenyl}methyl)hexahydro-1H-1,4-diazepine-1-carboxylate (for a preparation see Intermediate 11) (78 mg, 0.135 mmol) was dissolved in methanol (3 mL) and to this was added 1.25M HCl in methanol (1 mL, 1.250 mmol). The reaction vessel was sealed and heated in Emrys Optimiser microwave to 70° C. for 2 hr. After cooling the reaction was reduced in vacuo to give a colourless solid a...